Dataset: the Open Reaction Database (ORD), a public repository of structured organic reaction records. Task: describe an organic reaction: reactants, conditions, products, and yield The reactants are CCOC(=O)c1cccc(-c2ccn3c(-c4cccc(-n5cccn5)c4)cnc3c2)c1, NCCO, CCO, [K+], [K+], O=C([O-])[O-]. Yields the product O=C(NCCO)c1cccc(-c2ccn3c(-c4cccc(-n5cccn5)c4)cnc3c2)c1. RXN SMILES: [CH2:1]([O:2][C:4]([c:5]1[cH:6][c:7](-[c:11]2[cH:12][c:13]3[n:14]([cH:15][cH:16]2)[c:17](-[c:20]2[cH:21][c:22](-[n:26]4[n:27][cH:28][cH:29][cH:30]4)[cH:23][cH:24][cH:25]2)[cH:18][n:19]3)[cH:8][cH:9][cH:10]1)=[O:31])[CH3:3].[CH2:32]([OH:33])[CH2:34][NH2:35].[CH3:42][CH2:43][OH:44].[K+:36].[K+:37].[O-:38][C:39]([O-:40])=[O:41]>>[C:4]([c:5]1[cH:6][c:7](-[c:11]2[cH:12][c:13]3[n:14]([cH:15][cH:16]2)[c:17](-[c:20]2[cH:21][c:22](-[n:26]4[n:27][cH:28][cH:29][cH:30]4)[cH:23][cH:24][cH:25]2)[cH:18][n:19]3)[cH:8][cH:9][cH:10]1)(=[O:31])[NH:35][CH2:34][CH2:32][OH:33]. Reactants: O=Cc1ccc(Cl)cc1, I, N#Cc1ccc(C=NNC(=N)NN)cc1. Yields the product I, N#Cc1ccc(C=NNC(=N)NN=Cc2ccc(Cl)cc2)cc1. As a reaction SMILES: [Cl:17][c:18]1[cH:19][cH:20][c:21]([CH:22]=[O:23])[cH:24][cH:25]1.[IH:1].[NH2:2][NH:3][C:4](=[NH:5])[NH:6][N:7]=[CH:8][c:9]1[cH:10][cH:11][c:12]([C:15]#[N:16])[cH:13][cH:14]1>>[IH:1].[N:2]([NH:3][C:4](=[NH:5])[NH:6][N:7]=[CH:8][c:9]1[cH:10][cH:11][c:12]([C:15]#[N:16])[cH:13][cH:14]1)=[CH:22][c:21]1[cH:20][cH:19][c:18]([Cl:17])[cH:25][cH:24]1. The yield is 92.1%. The reactants are FC1=C(OCC(=O)OCC)C=CC(=C1NCC1=C(C=CC(=C1)C1=CC(=CC=C1)F)C)F (ethyl 2-[2,4-difluoro-3-[[5-(3-fluorophenyl)-2-methyl-phenyl]methylamino]phenoxy]acetate), [OH-].[Na+] (NaOH). Conditions: time 2 hour. The product is FC1=C(OCC(=O)O)C=CC(=C1NCC1=C(C=CC(=C1)C1=CC(=CC=C1)F)C)F (2-[2,4-Difluoro-3-[[5-(3-fluorophenyl)-2-methyl-phenyl]methylamino]phenoxy]acetic acid). Procedure details: To a stirred solution of ethyl 2-[2,4-difluoro-3-[[5-(3-fluorophenyl)-2-methyl-phenyl]methylamino]phenoxy]acetate (100 mg, 0.23 mmol, 1.0 eq) in THF (8 mL) was added NaOH (1M aqueous solution, 3 mL, 3 mmol, 13.0 eq) at room temperature. The reaction was stirred at room temperature for 2 h. The THF was evaporated in vacuo and the aqueous layer acidified to pH 3 by addition of 1M HCl. The resultant precipitate was collected by filtration and dried in vacuo to give the title compound (I(c)) as a wh... The solvent is C1CCOC1 (THF). Reaction SMILES: [F:1][C:2]1[C:14]([NH:15][CH2:16][C:17]2[CH:22]=[C:21]([C:23]3[CH:28]=[CH:27][CH:26]=[C:25]([F:29])[CH:24]=3)[CH:20]=[CH:19][C:18]=2[CH3:30])=[C:13]([F:31])[CH:12]=[CH:11][C:3]=1[O:4][CH2:5][C:6]([O:8]CC)=[O:7].[OH-].[Na+]>C1COCC1>[F:1][C:2]1[C:14]([NH:15][CH2:16][C:17]2[CH:22]=[C:21]([C:23]3[CH:28]=[CH:27][CH:26]=[C:25]([F:29])[CH:24]=3)[CH:20]=[CH:19][C:18]=2[CH3:30])=[C:13]([F:31])[CH:12]=[CH:11][C:3]=1[O:4][CH2:5][C:6]([OH:8])=[O:7] |f:1.2|. The reactants are COC(C[C@@H]1COC2=C1C=CC(=C2)O[C@@H]2CCC1=C(C=CC(=C21)F)B2OC(C(O2)(C)C)(C)C)=O ({(S)-6-[(R)-7-fluoro-4-(4,4,5,5-tetramethyl-[1,3,2]dioxaborolan-2-yl)-indan-1-yloxy]-2,3-dihydro-benzofuran-3-yl}-acetic acid methyl ester), ClC1=C(C=C(C=C1C)C=1N=C(N(C1)C)C)C (4-(4-chloro-3,5-dimethyl-phenyl)-1,2-dimethyl-imidazole), BrC1=C2CC[C@H](C2=C(C=C1)F)OC1=CC2=C([C@@H](CO2)CC(=O)OC)C=C1 (Methyl 2-((S)-6-((R)-4-bromo-7-fluoro-2,3-dihydro-1H-inden-1-yloxy)-2,3-dihydrobenzofuran-3-yl)acetate). Product: COC(C[C@@H]1COC2=C1C=CC(=C2)O[C@@H]2CCC1=C(C=CC(=C21)F)C2=C(C=C(C=C2C)C=2N=C(N(C2)C)C)C)=O ({(S)-6-[(R)-4-(2,6-Dimethyl-4-(1,2-dimethyl-imidazol-4-yl)-phenyl)-7-fluoro-indan-1-yloxy]-2,3-dihydro-benzofuran-3-yl}-acetic acid methyl ester). RXN SMILES: [CH3:1][O:2][C:3](=[O:34])[CH2:4][C@H:5]1[C:9]2[CH:10]=[CH:11][C:12]([O:14][C@H:15]3[C:23]4[C:18](=[C:19](B5OC(C)(C)C(C)(C)O5)[CH:20]=[CH:21][C:22]=4[F:24])[CH2:17][CH2:16]3)=[CH:13][C:8]=2[O:7][CH2:6]1.Cl[C:36]1[C:41]([CH3:42])=[CH:40][C:39]([C:43]2[N:44]=[C:45]([CH3:49])[N:46]([CH3:48])[CH:47]=2)=[CH:38][C:37]=1[CH3:50].BrC1C=CC(F)=C2C=1CC[C@H]2OC1C=CC2[C@H](CC(OC)=O)COC=2C=1>>[CH3:1][O:2][C:3](=[O:34])[CH2:4][C@H:5]1[C:9]2[CH:10]=[CH:11][C:12]([O:14][C@H:15]3[C:23]4[C:18](=[C:19]([C:36]5[C:41]([CH3:42])=[CH:40][C:39]([C:43]6[N:44]=[C:45]([CH3:49])[N:46]([CH3:48])[CH:47]=6)=[CH:38][C:37]=5[CH3:50])[CH:20]=[CH:21][C:22]=4[F:24])[CH2:17][CH2:16]3)=[CH:13][C:8]=2[O:7][CH2:6]1. Procedure details: The title compound is prepared from {(S)-6-[(R)-7-fluoro-4-(4,4,5,5-tetramethyl-[1,3,2]dioxaborolan-2-yl)-indan-1-yloxy]-2,3-dihydro-benzofuran-3-yl}-acetic acid methyl ester and 4-(4-chloro-3,5-dimethyl-phenyl)-1,2-dimethyl-imidazole following a procedure analogous to that described in Step 5 of Intermediate 1. LC (method 7): tR=1.06 min; Mass spectrum (ESI+): m/z=541 [M+H]+. Reactants: FC1=CC=C(COC2=CC(N(C=C2)C=2SC(=C(N2)C)C(=O)O)=O)C=C1 (2-(4-(4-fluorobenzyloxy)-2-oxopyridin-1(2H)-yl)-4-methylthiazole-5-carboxylic acid), N1=CC(=CC=C1)CN (pyridin-3-ylmethanamine). Yields the product FC1=CC=C(COC2=CC(N(C=C2)C=2SC(=C(N2)C)C(=O)NCC=2C=NC=CC2)=O)C=C1 (2-(4-(4-Fluorobenzyloxy)-2-oxopyridin-1(2H)-yl)-4-methyl-N-(pyridin-3-ylmethyl)thiazole-5-carboxamide). Isolated yield 52.0%. Reaction SMILES: [F:1][C:2]1[CH:25]=[CH:24][C:5]([CH2:6][O:7][C:8]2[CH:13]=[CH:12][N:11]([C:14]3[S:15][C:16]([C:20]([OH:22])=O)=[C:17]([CH3:19])[N:18]=3)[C:10](=[O:23])[CH:9]=2)=[CH:4][CH:3]=1.[N:26]1[CH:31]=[CH:30][CH:29]=[C:28]([CH2:32][NH2:33])[CH:27]=1>>[F:1][C:2]1[CH:3]=[CH:4][C:5]([CH2:6][O:7][C:8]2[CH:13]=[CH:12][N:11]([C:14]3[S:15][C:16]([C:20]([NH:33][CH2:32][C:28]4[CH:27]=[N:26][CH:31]=[CH:30][CH:29]=4)=[O:22])=[C:17]([CH3:19])[N:18]=3)[C:10](=[O:23])[CH:9]=2)=[CH:24][CH:25]=1. Procedure details: Following the procedure as described in Example 1, making variations only as required to use 2-(4-(4-fluorobenzyloxy)-2-oxopyridin-1(2H)-yl)-4-methylthiazole-5-carboxylic acid in place of 4-methyl-2-(2-oxo-4-phenylpyridin-1(2H)-yl)thiazole-5-carboxylic acid to react with pyridin-3-ylmethanamine, the title compound was obtained as a colorless solid in 52% yield: mp 231-233° C. (dichloromethane/methanol); 1H NMR (300 MHz, DMSO-d6) δ 8.83 (t, J=5.6 Hz, 1H), 8.60 (d, J=8.1 Hz, 1H), 8.50 (s, 1H), 8.4... Starting materials: ClC1=CC=C(C=C1)C1=NSC2=C1C=CC(=C2)OS(=O)(=O)C(F)(F)F (Trifluoro-methanesulfonic acid 3-(4-chloro-phenyl)-benzo[d]isothiazol-6-yl ester), C(CCC#C)O (4-pentyn-1-ol). Product: ClC1=CC=C(C=C1)C1=NSC2=C1C=CC(=C2)C#CCCCO (5-[3-(4-Chloro-phenyl)-benzo[d]isothiazol-6-yl]-pent-4-yn-1-ol). Reaction SMILES: [Cl:1][C:2]1[CH:7]=[CH:6][C:5]([C:8]2[C:12]3[CH:13]=[CH:14][C:15](OS(C(F)(F)F)(=O)=O)=[CH:16][C:11]=3[S:10][N:9]=2)=[CH:4][CH:3]=1.[CH2:25]([OH:30])[CH2:26][CH2:27][C:28]#[CH:29]>>[Cl:1][C:2]1[CH:7]=[CH:6][C:5]([C:8]2[C:12]3[CH:13]=[CH:14][C:15]([C:29]#[C:28][CH2:27][CH2:26][CH2:25][OH:30])=[CH:16][C:11]=3[S:10][N:9]=2)=[CH:4][CH:3]=1. Procedure details: In analogy to example 14.1, Trifluoro-methanesulfonic acid 3-(4-chloro-phenyl)-benzo[d]isothiazol-6-yl ester and 4-pentyn-1-ol were converted to yield 5-[3-(4-Chloro-phenyl)-benzo[d]isothiazol-6-yl]-pent-4-yn-1-ol as yellow oil, MS: 327 (M, 1 Cl).